describe an organic reaction: reactants, conditions, products, and yield From a dataset of the Open Reaction Database (ORD), a public repository of structured organic reaction records. Reactants: CN(C)C(=O)c1ccc(OCc2ccccc2)c(C(=O)Nc2cc(C(F)(F)F)cc(C(F)(F)F)c2)c1, CCO, CCOC(C)=O. Product: CN(C)C(=O)c1ccc(O)c(C(=O)Nc2cc(C(F)(F)F)cc(C(F)(F)F)c2)c1. Reaction SMILES: [CH2:1]([c:2]1[cH:3][cH:4][cH:5][cH:6][cH:7]1)[O:8][c:9]1[c:10]([C:20](=[O:21])[NH:22][c:23]2[cH:24][c:25]([C:33]([F:34])([F:35])[F:36])[cH:26][c:27]([C:29]([F:30])([F:31])[F:32])[cH:28]2)[cH:11][c:12]([C:13](=[O:14])[N:15]([CH3:16])[CH3:17])[cH:18][cH:19]1.[CH3:37][CH2:38][OH:39].[CH3:40][CH2:41][O:42][C:43](=[O:44])[CH3:45]>>[OH:8][c:9]1[c:10]([C:20](=[O:21])[NH:22][c:23]2[cH:24][c:25]([C:33]([F:34])([F:35])[F:36])[cH:26][c:27]([C:29]([F:30])([F:31])[F:32])[cH:28]2)[cH:11][c:12]([C:13](=[O:14])[N:15]([CH3:16])[CH3:17])[cH:18][cH:19]1. Reactants: Cc1ccccc1, CN1CCCC1, COCCl. Product: COC[N+]1(C)CCCC1, [Cl-]. Reaction SMILES: [CH3:11][c:12]1[cH:13][cH:14][cH:15][cH:16][cH:17]1.[CH3:1][N:2]1[CH2:3][CH2:4][CH2:5][CH2:6]1.[CH3:7][O:8][CH2:9][Cl:10]>>[CH3:1][N+:2]1([CH2:9][O:8][CH3:7])[CH2:3][CH2:4][CH2:5][CH2:6]1.[Cl-:10]. Reactants: [OH-].[Na+] (sodium hydroxide), Cl.C(C)ON (ethoxyamine hydrochloride), OC1=C(C(CC(C1)C1=CC2=C(SC=C2)C=C1)=O)C(CC)=O (3-hydroxy-5-(benzo[b]thien-5-yl)-2-propionylcyclohex-2-en-1-one). The solvent is O (water), C(C)O.CN(C=O)C (ethanol dimethylformamide), O (water). Conditions: time 12 hour. Product: C(C)ON=C(CC)C=1C(CC(CC1O)C1=CC=CC=2SC=CC21)=O (2-[1-(ethoxyimino)propyl]-3-hydroxy-5-(benzo[b]thien-4-yl)cyclohex-2-en-1-one). RXN SMILES: [OH-].[Na+].Cl.[CH2:4]([O:6][NH2:7])[CH3:5].[OH:8][C:9]1[CH2:14][CH:13]([C:15]2[CH:23]=[CH:22][C:18]3[S:19][CH:20]=[CH:21][C:17]=3[CH:16]=2)[CH2:12][C:11](=[O:24])[C:10]=1[C:25](=O)[CH2:26][CH3:27]>O.C(O)C.CN(C)C=O>[CH2:4]([O:6][N:7]=[C:25]([C:10]1[C:11](=[O:24])[CH2:12][CH:13]([C:15]2[C:23]3[CH:22]=[CH:18][S:19][C:20]=3[CH:21]=[CH:17][CH:16]=2)[CH2:14][C:9]=1[OH:8])[CH2:26][CH3:27])[CH3:5] |f:0.1,2.3,6.7|. Procedure details: A solution of sodium hydroxide (0.15 g) in water (2 ml) and then ethoxyamine hydrochloride (0.37 g) were added to a solution of 3-hydroxy-5-(benzo[b]thien-5-yl)-2-propionylcyclohex-2-en-1-one (1.05 g) in ethanol/dimethylformamide (5:2 v/v; (70 ml). The mixture was stirred at room temperature for 12 hr, and was subsequently poured into water. the dried (MgSO4) diethyl ether extract was evaporated to give 2-[1-(ethoxyimino)propyl]-3-hydroxy-5-(benzo[b]thien-4-yl)cyclohex-2-en-1-one as a white soli... Starting materials: O=C([O-])[O-], CCN(CCO)CCCCCC1CCC(N(C)S(=O)(=O)c2ccc(C(F)(F)F)cc2)CC1, CCN(CC)S(F)(F)F, ClCCl, [Na+], [Na+]. Product: CCN(CCF)CCCCCC1CCC(N(C)S(=O)(=O)c2ccc(C(F)(F)F)cc2)CC1. RXN SMILES: [C:42](=[O:43])([O-:44])[O-:45].[CH2:1]([CH3:2])[N:3]([CH2:4][CH2:5][CH2:6][CH2:7][CH2:8][CH:9]1[CH2:10][CH2:11][CH:12]([N:15]([S:16](=[O:17])(=[O:18])[c:19]2[cH:20][cH:21][c:22]([C:25]([F:26])([F:27])[F:28])[cH:23][cH:24]2)[CH3:29])[CH2:13][CH2:14]1)[CH2:30][CH2:31][OH:32].[CH2:33]([N:34]([S:35]([F:36])([F:37])[F:39])[CH2:38][CH3:40])[CH3:41].[Cl:48][CH2:49][Cl:50].[Na+:46].[Na+:47]>>[CH2:1]([CH3:2])[N:3]([CH2:4][CH2:5][CH2:6][CH2:7][CH2:8][CH:9]1[CH2:10][CH2:11][CH:12]([N:15]([S:16](=[O:17])(=[O:18])[c:19]2[cH:20][cH:21][c:22]([C:25]([F:26])([F:27])[F:28])[cH:23][cH:24]2)[CH3:29])[CH2:13][CH2:14]1)[CH2:30][CH2:31][F:39]. The reactants are FC=1C=C(C=CC1)NC1=NC=C(C(=N1)NCCC)I (N2-(3-fluorophenyl)-5-iodo-N4-propylpyrimidine-2,4-diamine), C(CCC#C)N1C(C=2C(C1=O)=CC=CC2)=O (N-(4-pentynyl)phthalimide), O (water), C(C)(=O)OCC (ethyl acetate). Reagents/catalysts: Cl[Pd]([P](C1=CC=CC=C1)(C2=CC=CC=C2)C3=CC=CC=C3)([P](C4=CC=CC=C4)(C5=CC=CC=C5)C6=CC=CC=C6)Cl (bis(triphenylphosphine)palladium(II) dichloride), [Cu]I (copper(I) iodide). Run in CN(C=O)C (N,N-dimethylformamide), C(C)N(CC)CC (triethylamine). Conditions: time 2 hour. The product is FC=1C=C(C=CC1)NC1=NC=C(C(=N1)NCCC)C#CCCCN1C(C2=CC=CC=C2C1=O)=O (2-(5-(2-((3-fluorophenyl)amino)-4-(propylamino)pyrimidin-5-yl)-4-pentyn-1-yl)isoindoline-1,3-dione). Yield: 46.9%. RXN SMILES: [F:1][C:2]1[CH:3]=[C:4]([NH:8][C:9]2[N:14]=[C:13]([NH:15][CH2:16][CH2:17][CH3:18])[C:12](I)=[CH:11][N:10]=2)[CH:5]=[CH:6][CH:7]=1.[CH2:20]([N:25]1[C:29](=[O:30])[C:28]2=[CH:31][CH:32]=[CH:33][CH:34]=[C:27]2[C:26]1=[O:35])[CH2:21][CH2:22][C:23]#[CH:24].O.C(OCC)(=O)C>CN(C)C=O.C(N(CC)CC)C.Cl[Pd](Cl)([P](C1C=CC=CC=1)(C1C=CC=CC=1)C1C=CC=CC=1)[P](C1C=CC=CC=1)(C1C=CC=CC=1)C1C=CC=CC=1.[Cu]I>[F:1][C:2]1[CH:3]=[C:4]([NH:8][C:9]2[N:14]=[C:13]([NH:15][CH2:16][CH2:17][CH3:18])[C:12]([C:24]#[C:23][CH2:22][CH2:21][CH2:20][N:25]3[C:26](=[O:35])[C:27]4[C:28](=[CH:31][CH:32]=[CH:33][CH:34]=4)[C:29]3=[O:30])=[CH:11][N:10]=2)[CH:5]=[CH:6][CH:7]=1 |^1:57,76|. Procedure: To a solution of N2-(3-fluorophenyl)-5-iodo-N4-propylpyrimidine-2,4-diamine (F2, 2.50 g), bis(triphenylphosphine)palladium(II) dichloride (472 mg) and copper(I) iodide (256 mg) in N,N-dimethylformamide (60 mL), triethylamine (4.7 mL) and N-(4-pentynyl)phthalimide (2.15 g) were added at room temperature, and the mixture was stirred at the same temperature for 2 hours. To the reaction mixture, water and ethyl acetate were added. The organic layer was separated, and the aqueous layer was extracted ... The reactants are [O-]Cl, [NH4+], [Na+], [Na+], [OH-], [OH-], O, COc1cccc(-c2nsc(S)n2)c1. Yields the product COc1cccc(-c2nsc(SN)n2)c1. RXN SMILES: [Cl:15][O-:16].[NH4+:18].[Na+:17].[Na+:21].[OH-:19].[OH-:20].[OH2:22].[SH:1][c:2]1[n:3][c:4](-[c:7]2[cH:8][c:9]([O:13][CH3:14])[cH:10][cH:11][cH:12]2)[n:5][s:6]1>>[S:1]([c:2]1[n:3][c:4](-[c:7]2[cH:8][c:9]([O:13][CH3:14])[cH:10][cH:11][cH:12]2)[n:5][s:6]1)[NH2:18].